This data is from the Open Reaction Database (ORD), a public repository of structured organic reaction records. The task is: describe an organic reaction: reactants, conditions, products, and yield The reactants are Cn1nnc2cc(C(F)(F)F)cc(COCC3(c4ccc(F)cc4)CCN(C(=O)OC(C)(C)C)CC3)c21, Cn1nc2cc(C(F)(F)F)cc(COCC3(c4ccc(F)cc4)CCN(C(=O)OC(C)(C)C)CC3)c2n1, Cn1nnc2c(COCC3(c4ccc(F)cc4)CCN(C(=O)OC(C)(C)C)CC3)cc(C(F)(F)F)cc21. Yields the product CC(C)(C)OC(=O)N1CCC(COCc2cc(C(F)(F)F)cc3nn[nH]c23)(c2ccc(F)cc2)CC1. Reaction SMILES: [F:1][c:2]1[cH:3][cH:4][c:5]([C:8]2([CH2:21][O:22][CH2:23][c:24]3[cH:25][c:26]([C:34]([F:35])([F:36])[F:37])[cH:27][c:28]4[c:29]3[n:30]([CH3:33])[n:31][n:32]4)[CH2:9][CH2:10][N:11]([C:14](=[O:15])[O:16][C:17]([CH3:18])([CH3:19])[CH3:20])[CH2:12][CH2:13]2)[cH:6][cH:7]1.[F:38][c:39]1[cH:40][cH:41][c:42]([C:43]2([CH2:44][O:45][CH2:46][c:47]3[c:48]4[c:49]([n:50][n:51]([CH3:52])[n:53]4)[cH:54][c:55]([C:56]([F:57])([F:58])[F:59])[cH:60]3)[CH2:61][CH2:62][N:63]([C:64]([O:65][C:66]([CH3:67])([CH3:68])[CH3:69])=[O:70])[CH2:71][CH2:72]2)[cH:73][cH:74]1.[F:75][c:76]1[cH:77][cH:78][c:79]([C:80]2([CH2:81][O:82][CH2:83][c:84]3[c:85]4[n:86][n:87][n:88]([CH3:89])[c:90]4[cH:91][c:92]([C:93]([F:94])([F:95])[F:96])[cH:97]3)[CH2:98][CH2:99][N:100]([C:101]([O:102][C:103]([CH3:104])([CH3:105])[CH3:106])=[O:107])[CH2:108][CH2:109]2)[cH:110][cH:111]1>>[F:1][c:2]1[cH:3][cH:4][c:5]([C:8]2([CH2:21][O:22][CH2:23][c:24]3[cH:25][c:26]([C:34]([F:35])([F:36])[F:37])[cH:27][c:28]4[c:29]3[nH:30][n:31][n:32]4)[CH2:9][CH2:10][N:11]([C:14](=[O:15])[O:16][C:17]([CH3:18])([CH3:19])[CH3:20])[CH2:12][CH2:13]2)[cH:6][cH:7]1. Starting materials: [OH-].[Na+] (sodium hydroxide), S(=O)(=O)(O)O.C(C)NC(=N)N (ethylguanidine sulfate), S(=O)(=O)([O-])[O-].[Na+].[Na+] (sodium sulfate), COC=1C=C(C=CC1)CC(=O)Cl (3-methoxyphenylacetyl chloride). Solvent: CC(=O)C (acetone), CC(=O)C (acetone). Reaction conditions: time 1 hour. Yields the product COC=1C=C(C=CC1)CC(=O)NC(=N)NCC (1-(3-methoxyphenylacetyl)-3-ethylguanidine). As a reaction SMILES: [OH-].[Na+].S(O)(O)(=O)=O.[CH2:8]([NH:10][C:11]([NH2:13])=[NH:12])[CH3:9].S([O-])([O-])(=O)=O.[Na+].[Na+].[CH3:21][O:22][C:23]1[CH:24]=[C:25]([CH2:29][C:30](Cl)=[O:31])[CH:26]=[CH:27][CH:28]=1>CC(C)=O>[CH3:21][O:22][C:23]1[CH:24]=[C:25]([CH2:29][C:30]([NH:13][C:11]([NH:10][CH2:8][CH3:9])=[NH:12])=[O:31])[CH:26]=[CH:27][CH:28]=1 |f:0.1,2.3,4.5.6|. Reported procedure: 8.80 g of a 50% aqueous sodium hydroxide solution, ethylguanidine sulfate (14.98 g), and 100 ml of acetone are stirred for 21/2 hrs at RT. The resulting mixture is treated with anhydrous sodium sulfate (6.0 g) and stirring continued for 1 hr. A solution of 3-methoxyphenylacetyl chloride (9.23 g) in 50 ml acetone is added to the mixture dropwise and the reaction mixture stirred overnight at RT. The mixture is filtered and the filtrate diluted with saturated aqueous sodium bicarbonate. The acetone... Reactants: C1CCOC1, Cc1onc(-c2ccncn2)c1CO, CCOC(=O)N=NC(=O)OCC, COC(=O)c1ccc(O)nc1, c1ccc(P(c2ccccc2)c2ccccc2)cc1. The product is COC(=O)c1ccc(OCc2c(-c3ccncn3)noc2C)nc1. As a reaction SMILES: [CH2:57]1[O:58][CH2:59][CH2:60][CH2:61]1.[CH3:1][c:2]1[c:3]([CH2:13][OH:14])[c:4](-[c:7]2[n:8][cH:9][n:10][cH:11][cH:12]2)[n:5][o:6]1.[O:45]=[C:46]([O:47][CH2:48][CH3:49])[N:50]=[N:51][C:52]([O:53][CH2:54][CH3:55])=[O:56].[OH:15][c:16]1[n:17][cH:18][c:19]([C:20](=[O:21])[O:22][CH3:23])[cH:24][cH:25]1.[c:26]1([P:27]([c:28]2[cH:29][cH:30][cH:31][cH:32][cH:33]2)[c:34]2[cH:35][cH:36][cH:37][cH:38][cH:39]2)[cH:40][cH:41][cH:42][cH:43][cH:44]1>>[CH3:1][c:2]1[c:3]([CH2:13][O:14][c:16]2[n:17][cH:18][c:19]([C:20](=[O:21])[O:22][CH3:23])[cH:24][cH:25]2)[c:4](-[c:7]2[n:8][cH:9][n:10][cH:11][cH:12]2)[n:5][o:6]1. The reactants are N1(CCOCC1)C1=CC=C(C=N1)N (6-Morpholin-4-yl-pyridin-3-ylamine), CN1CCN(CC1)CCOC1=CC=C(C=C1)N (4-[2-(4-Methyl-piperazin-1-yl)-ethoxy]-phenylamine), FC(C(=O)O)(F)F.COC1=C(C=CC=C1)C1=CC=C2C=NC(=NN21)NC2=CC=C(C=C2)OCCN2CCN(CC2)C ([7-(2-Methoxy-phenyl)-pyrrolo[2,1-f][1,2,4]triazin-2-yl]-{4-[2-(4-methyl-piperazin-1-yl)-ethoxy]-phenyl}-amine; compound with trifluoro-acetic acid). Yields the product COC1=C(C=CC=C1)C1=CC=C2C=NC(=NN21)NC2=CC=C(C=C2)OCCN2CCN(CC2)C ([7-(2-Methoxy-phenyl)-pyrrolo[2,1-f][1,2,4]triazin-2-yl]-{4-[2-(4-methyl-piperazin-1-yl)-ethoxy]-phenyl}-amine). RXN SMILES: N1(C2N=CC(N)=CC=2)CCOCC1.CN1CCN(CCOC2C=CC(N)=CC=2)CC1.FC(F)(F)C(O)=O.[CH3:38][O:39][C:40]1[CH:45]=[CH:44][CH:43]=[CH:42][C:41]=1[C:46]1[N:54]2[C:49]([CH:50]=[N:51][C:52]([NH:55][C:56]3[CH:61]=[CH:60][C:59]([O:62][CH2:63][CH2:64][N:65]4[CH2:70][CH2:69][N:68]([CH3:71])[CH2:67][CH2:66]4)=[CH:58][CH:57]=3)=[N:53]2)=[CH:48][CH:47]=1>>[CH3:38][O:39][C:40]1[CH:45]=[CH:44][CH:43]=[CH:42][C:41]=1[C:46]1[N:54]2[C:49]([CH:50]=[N:51][C:52]([NH:55][C:56]3[CH:57]=[CH:58][C:59]([O:62][CH2:63][CH2:64][N:65]4[CH2:66][CH2:67][N:68]([CH3:71])[CH2:69][CH2:70]4)=[CH:60][CH:61]=3)=[N:53]2)=[CH:48][CH:47]=1 |f:2.3|. Procedure details: The titled compound was prepared in an analogous fashion to Example 47 replacing 6-Morpholin-4-yl-pyridin-3-ylamine with 4-[2-(4-Methyl-piperazin-1-yl)-ethoxy]-phenylamine to [7-(2-Methoxy-phenyl)-pyrrolo[2,1-f][1,2,4]triazin-2-yl]-{4-[2-(4-methyl-piperazin-1-yl)-ethoxy]-phenyl}-amine; compound with trifluoro-acetic acid as a yellow powder. LCMS (E/I+) 459.9 (M+H). NMR 1H (DSMO-d6)-9.27 (s, 1H), 8.93 (s, 1H7.81 (dd, 1H, Jj=1.40, 6.17 Hz), 7.65 (d, 2H, J=9.00 Hz), 7.45 (t, 1H, J=9.72 Hz), 7.21 (d... Starting materials: C1CCOC1, CCN=C=NCCCN(C)C, CN1C(C)(C)CC(N)CC1(C)C, CC#N, O=C(O)c1ccc(-c2nc3ccc(Cl)cc3[nH]2)cc1, Cl, On1nnc2ccccc21. The product is CN1C(C)(C)CC(NC(=O)c2ccc(-c3nc4ccc(Cl)cc4[nH]3)cc2)CC1(C)C. As a reaction SMILES: [CH2:54]1[O:55][CH2:56][CH2:57][CH2:58]1.[CH3:31][N:32]([CH3:33])[CH2:34][CH2:35][CH2:36][N:37]=[C:38]=[N:39][CH2:40][CH3:41].[CH3:42][N:43]1[C:44]([CH3:52])([CH3:53])[CH2:45][CH:46]([NH2:51])[CH2:47][C:48]1([CH3:49])[CH3:50].[CH3:59][C:60]#[N:61].[Cl:1][c:2]1[cH:3][c:4]2[c:5]([n:6][c:7](-[c:9]3[cH:10][cH:11][c:12]([C:13](=[O:14])[OH:15])[cH:16][cH:17]3)[nH:8]2)[cH:18][cH:19]1.[ClH:30].[OH:20][n:21]1[c:22]2[cH:23][cH:24][cH:25][cH:26][c:27]2[n:28][n:29]1>>[Cl:1][c:2]1[cH:3][c:4]2[c:5]([n:6][c:7](-[c:9]3[cH:10][cH:11][c:12]([C:13](=[O:15])[NH:51][CH:46]4[CH2:45][C:44]([CH3:52])([CH3:53])[N:43]([CH3:42])[C:48]([CH3:49])([CH3:50])[CH2:47]4)[cH:16][cH:17]3)[nH:8]2)[cH:18][cH:19]1. Starting materials: CC1=C(C=2N(N=C1OCC(CS(N)(=O)=O)(C)C)C=CN2)C (7,8-dimethyl-6-(2,2-dimethyl-3-sulfamoyl-1-propoxy)imidazo[1,2-b]pyridazine), Cl (hydrochloric acid), C(C)OCC (ethyl ether). Solvent: C(C)O (ethanol). The product is Cl.CC1=C(C=2N(N=C1OCC(CS(N)(=O)=O)(C)C)C=CN2)C (7,8-dimethyl-6-(2,2-dimethyl-3-sulfamoyl-1-propoxy)imidazo[1,2-b]pyridazine hydrochloride). Reaction SMILES: [CH3:1][C:2]1[C:7]([O:8][CH2:9][C:10]([CH3:17])([CH3:16])[CH2:11][S:12](=[O:15])(=[O:14])[NH2:13])=[N:6][N:5]2[CH:18]=[CH:19][N:20]=[C:4]2[C:3]=1[CH3:21].[ClH:22].C(OCC)C>C(O)C>[ClH:22].[CH3:1][C:2]1[C:7]([O:8][CH2:9][C:10]([CH3:17])([CH3:16])[CH2:11][S:12](=[O:14])(=[O:15])[NH2:13])=[N:6][N:5]2[CH:18]=[CH:19][N:20]=[C:4]2[C:3]=1[CH3:21] |f:4.5|. Reported procedure: 0.421 g of 7,8-dimethyl-6-(2,2-dimethyl-3-sulfamoyl-1-propoxy)imidazo[1,2-b]pyridazine was suspended in 20 ml of ethanol. To this suspension, 1.65 ml of 1 N hydrochloric acid was added. After the resulting solution was concentratedunder reduced pressure, ethyl ether was added to the residue to cause crystallization, to yield 0.45 g of the title compound. The reactants are COC(=O)C=1C(=CC=C(C1)C(N)=S)C1=C(C=CC=C1)[N+](=O)[O-] (2′-nitro-4-thiocarbamoyl-biphenyl-2-carboxylic acid methyl ester), COC(=O)C=1C(=CC=C(C1)C(N)=S)C1=C(C=CC=C1)[N+](=O)[O-] (2′-nitro-4-thiocarbamoyl-biphenyl-2-carboxylic acid methyl ester), FC(C1=C(C(CBr)=O)C=CC=C1)(F)F (2-(trifluoromethyl)phenacyl bromide). The solvent is O (water). Product: [N+](=O)([O-])C1=C(C=CC=C1)C=1C(=CC(=CC1)C=1SC=C(N1)C1=C(C=CC=C1)C(F)(F)F)C(=O)O (2′-Nitro-4-[4-(2-trifluoromethyl-phenyl)-thiazol-2-yl]-biphenyl-2-carboxylic acid). Isolated yield 19.0%. Reaction SMILES: C[O:2][C:3]([C:5]1[C:6]([C:14]2[CH:19]=[CH:18][CH:17]=[CH:16][C:15]=2[N+:20]([O-:22])=[O:21])=[CH:7][CH:8]=[C:9]([C:11](=[S:13])[NH2:12])[CH:10]=1)=[O:4].[F:23][C:24]([F:36])([F:35])[C:25]1[CH:34]=[CH:33][CH:32]=[CH:31][C:26]=1[C:27](=O)[CH2:28]Br>O>[N+:20]([C:15]1[CH:16]=[CH:17][CH:18]=[CH:19][C:14]=1[C:6]1[C:5]([C:3]([OH:2])=[O:4])=[CH:10][C:9]([C:11]2[S:13][CH:28]=[C:27]([C:26]3[CH:31]=[CH:32][CH:33]=[CH:34][C:25]=3[C:24]([F:23])([F:35])[F:36])[N:12]=2)=[CH:8][CH:7]=1)([O-:22])=[O:21]. Procedure: 2′-Nitro-4-[4-(2-trifluoromethyl-phenyl)-thiazol-2-yl]-biphenyl-2-carboxylic acid (56 mg, 19%) was prepared from 2′-nitro-4-thiocarbamoyl-biphenyl-2-carboxylic acid methyl ester (which may be prepared as described for Intermediate 4) and 2-(trifluoromethyl)phenacyl bromide (available from Maybridge) using the procedure described for the preparation of Example 18 except that the entire 4 mL of water was added at the beginning of the hydrolysis step rather than being added in two portions. 1H NMR ...